This data is from the Open Reaction Database (ORD), a public repository of structured organic reaction records. The task is: describe an organic reaction: reactants, conditions, products, and yield The reactants are C1CCC2=NCCCN2CC1, COCCOC, COc1ccccc1-c1nc(N)nc(S(C)=O)c1C#N, OCCc1ccccn1. Product: COc1ccccc1-c1nc(N)nc(OCCc2ccccn2)c1C#N. Reaction SMILES: [CH2:30]1[CH2:31][CH2:32][C:33]2=[N:38][CH2:37][CH2:36][CH2:35][N:34]2[CH2:39][CH2:40]1.[CH3:41][O:42][CH2:43][CH2:44][O:45][CH3:46].[NH2:1][c:2]1[n:3][c:4](-[c:13]2[c:14]([O:19][CH3:20])[cH:15][cH:16][cH:17][cH:18]2)[c:5]([C:11]#[N:12])[c:6]([S:8]([CH3:9])=[O:10])[n:7]1.[OH:21][CH2:22][CH2:23][c:24]1[n:25][cH:26][cH:27][cH:28][cH:29]1>>[NH2:1][c:2]1[n:3][c:4](-[c:13]2[c:14]([O:19][CH3:20])[cH:15][cH:16][cH:17][cH:18]2)[c:5]([C:11]#[N:12])[c:6]([O:21][CH2:22][CH2:23][c:24]2[n:25][cH:26][cH:27][cH:28][cH:29]2)[n:7]1. Reactants: O[C@@](C(=O)O)(C)C1=CC=CC=C1 ((2S)-2-hydroxy-2-phenylpropanoic acid), FC1=CC(=C(C(=O)OC)C=C1[N+](=O)[O-])C(F)(F)F (methyl 4-fluoro-5-nitro-2-(trifluoromethyl)-benzoate). The product is C[C@]1(OC2=C(NC1=O)C=C(C(=C2)C(F)(F)F)C(=O)OC)C2=CC=CC=C2 (Methyl (2S)-2-methyl-3-oxo-2-phenyl-7-(trifluoromethyl)-3,4-dihydro-2H-1,4-benzoxazine-6-carboxylate). Reaction SMILES: [OH:1][C@:2]([C:7]1[CH:12]=[CH:11][CH:10]=[CH:9][CH:8]=1)([CH3:6])[C:3]([OH:5])=O.F[C:14]1[C:23]([N+:24]([O-])=O)=[CH:22][C:17]([C:18]([O:20][CH3:21])=[O:19])=[C:16]([C:27]([F:30])([F:29])[F:28])[CH:15]=1>>[CH3:6][C@:2]1([C:7]2[CH:12]=[CH:11][CH:10]=[CH:9][CH:8]=2)[C:3](=[O:5])[NH:24][C:23]2[CH:22]=[C:17]([C:18]([O:20][CH3:21])=[O:19])[C:16]([C:27]([F:30])([F:28])[F:29])=[CH:15][C:14]=2[O:1]1. Procedure details: Using (2S)-2-hydroxy-2-phenylpropanoic acid and methyl 4-fluoro-5-nitro-2-(trifluoromethyl)-benzoate, the title compound was obtained in a similar manner to Reference Example 22 and Reference Example 2. The reactants are [BH4-], O=C([O-])O, CCOC(=O)CC(=O)CC(O)C=Cc1c(C2CC2)nc2ccccc2c1-c1ccc(F)cc1, CCB(CC)OC, C1CCCCC1, CO, COC(C)(C)C, CCOC(C)=O, [Na+], [Na+], C1CCOC1. The product is CCOC(=O)CC(O)CC(O)C=Cc1c(C2CC2)nc2ccccc2c1-c1ccc(F)cc1. Reaction SMILES: [BH4-:1].[C:43](=[O:44])([OH:45])[O-:46].[CH2:10]([CH3:11])[O:12][C:13]([CH2:14][C:15]([CH2:16][CH:17]([CH:18]=[CH:19][c:20]1[c:21]([CH:37]2[CH2:38][CH2:39]2)[n:22][c:23]2[cH:24][cH:25][cH:26][cH:27][c:28]2[c:29]1-[c:30]1[cH:31][cH:32][c:33]([F:36])[cH:34][cH:35]1)[OH:40])=[O:41])=[O:42].[CH2:3]([B:4]([CH2:5][CH3:6])[O:7][CH3:8])[CH3:9].[CH2:61]1[CH2:62][CH2:63][CH2:64][CH2:65][CH2:66]1.[CH3:53][OH:54].[CH3:55][O:56][C:57]([CH3:58])([CH3:59])[CH3:60].[CH3:67][CH2:68][O:69][C:70](=[O:71])[CH3:72].[Na+:2].[Na+:47].[O:48]1[CH2:49][CH2:50][CH2:51][CH2:52]1>>[CH2:10]([CH3:11])[O:12][C:13]([CH2:14][CH:15]([CH2:16][CH:17]([CH:18]=[CH:19][c:20]1[c:21]([CH:37]2[CH2:38][CH2:39]2)[n:22][c:23]2[cH:24][cH:25][cH:26][cH:27][c:28]2[c:29]1-[c:30]1[cH:31][cH:32][c:33]([F:36])[cH:34][cH:35]1)[OH:40])[OH:41])=[O:42]. Starting materials: ClC=1C=NC=C(C1C=O)Cl (3,5-dichloro-pyridine-4-carbaldehyde), N1C(=NC=C1)S (1H-imidazole-2-thiol), C(=O)([O-])[O-].[Cs+].[Cs+] (Cs2CO3). Run in C1CCOC1 (THF). Conditions: time 8.5 hour. Product: ClC=1C=NC=C(C1C=O)SC=1NC=CN1 (3-Chloro-5-(1H-imidazol-2-ylsulfanyl)-pyridine-4-carbaldehyde). Reaction SMILES: Cl[C:2]1[CH:3]=[N:4][CH:5]=[C:6]([Cl:10])[C:7]=1[CH:8]=[O:9].[NH:11]1[CH:15]=[CH:14][N:13]=[C:12]1[SH:16].C([O-])([O-])=O.[Cs+].[Cs+]>C1COCC1>[Cl:10][C:6]1[CH:5]=[N:4][CH:3]=[C:2]([S:16][C:12]2[NH:11][CH:15]=[CH:14][N:13]=2)[C:7]=1[CH:8]=[O:9] |f:2.3.4|. Procedure details: A mixture of 3,5-dichloro-pyridine-4-carbaldehyde (600 mg, 3.41 mmol), 1H-imidazole-2-thiol (341 mg, 3.41 mmol) and Cs2CO3 (1.33 g, 4.09 mmol) in THF (10 mL) was stirred at RT for 8.5 h. The solvent was removed in vacuo and the residue was partitioned between EA (30 mL) and brine (30 mL). After extraction of the aqueous layer with EA (2×30 mL) the combined organic layers were dried over Na2SO4, filtered, and concentrated in vacuo. The resulting title compound was used for the next reaction witho... Reactants: CC1=CC=C(C=C1)S(=O)(=O)OC[C@H]1COC2=C(O1)C=C(C=C2)S(=O)(=O)C ([(2R)-7-(methylsulfonyl)-2,3-dihydro-1,4-benzodioxin-2-yl]methyl 4-methylbenzenesulfonate), Cl (hydrochloric acid), CN (methanamine), amine. The solvent is C(C)#N (ACN). Yields the product CNC[C@H]1COC2=C(O1)C=C(C=C2)S(=O)(=O)C (N-METHYL-1-[(2S)-7-(METHYLSULFONYL)-2,3-DIHYDRO-1,4-BENZODIOXIN-2-YL]METHANAMINE). As a reaction SMILES: CC1C=CC(S(O[CH2:12][C@@H:13]2[O:18][C:17]3[CH:19]=[C:20]([S:23]([CH3:26])(=[O:25])=[O:24])[CH:21]=[CH:22][C:16]=3[O:15][CH2:14]2)(=O)=O)=CC=1.[CH3:27][NH2:28].Cl>C(#N)C>[CH3:27][NH:28][CH2:12][C@@H:13]1[O:18][C:17]2[CH:19]=[C:20]([S:23]([CH3:26])(=[O:25])=[O:24])[CH:21]=[CH:22][C:16]=2[O:15][CH2:14]1. Procedure: Preparation according to Example 3 using [(2R)-7-(methylsulfonyl)-2,3-dihydro-1,4-benzodioxin-2-yl]methyl 4-methylbenzenesulfonate (0.4 g, 1 mmol), methanamine (33% in EtOH, 1 ml) and ACN (3 ml). Yield: 0.2 g, 89%. The amine was converted to the hydrochloric acid salt and crystallized from MeOH/Et2O. M.p. 248° C. MS m/z (rel. intensity, 70 eV) 257 (M+, bp), 79 (86), 70 (59), 63 (50), 51 (71). [α]=−59° (MeOH). Reactants: [OH-].[Na+] (NaOH), C(C)OC(C1=CC=C(C=C1)NC(=O)N1[C@H]([C@]([C@H](C1)C1=C(C(=CC=C1)Cl)F)(C#N)C1=C(C=C(C=C1)Cl)F)CC(C)(C)C)=O (rac-4-{[(2S,3R,4S)-4-(3-chloro-2-fluoro-phenyl)-3-(4-chloro-2-fluoro-phenyl)-3-cyano-2-(2,2-dimethyl-propyl)-pyrrolidine-1-carbonyl]-amino}-benzoic acid ethyl ester), Cl (HCl). The solvent is CO (methanol). Reaction conditions: time 20 hour. Yields the product ClC=1C(=C(C=CC1)[C@@H]1[C@@]([C@@H](N(C1)C(=O)NC1=CC=C(C(=O)O)C=C1)CC(C)(C)C)(C#N)C1=C(C=C(C=C1)Cl)F)F (rac-4-{[(2S,3R,4S)-4-(3-chloro-2-fluoro-phenyl)-3-(4-chloro-2-fluoro-phenyl)-3-cyano-2-(2,2-dimethyl-propyl)-pyrrolidine-1-carbonyl]amino}-benzoic acid). Isolated yield 53.3%. RXN SMILES: C([O:3][C:4](=[O:42])[C:5]1[CH:10]=[CH:9][C:8]([NH:11][C:12]([N:14]2[CH2:18][C@H:17]([C:19]3[CH:24]=[CH:23][CH:22]=[C:21]([Cl:25])[C:20]=3[F:26])[C@:16]([C:29]3[CH:34]=[CH:33][C:32]([Cl:35])=[CH:31][C:30]=3[F:36])([C:27]#[N:28])[C@@H:15]2[CH2:37][C:38]([CH3:41])([CH3:40])[CH3:39])=[O:13])=[CH:7][CH:6]=1)C.[OH-].[Na+].Cl>CO>[Cl:25][C:21]1[C:20]([F:26])=[C:19]([C@H:17]2[CH2:18][N:14]([C:12]([NH:11][C:8]3[CH:7]=[CH:6][C:5]([C:4]([OH:42])=[O:3])=[CH:10][CH:9]=3)=[O:13])[C@@H:15]([CH2:37][C:38]([CH3:41])([CH3:40])[CH3:39])[C@@:16]2([C:29]2[CH:34]=[CH:33][C:32]([Cl:35])=[CH:31][C:30]=2[F:36])[C:27]#[N:28])[CH:24]=[CH:23][CH:22]=1 |f:1.2|. Reported procedure: A mixture of rac-4-{[(2S,3R,4S)-4-(3-chloro-2-fluoro-phenyl)-3-(4-chloro-2-fluoro-phenyl)-3-cyano-2-(2,2-dimethyl-propyl)-pyrrolidine-1-carbonyl]-amino}-benzoic acid ethyl ester (0.2 g, 0.32 mmol) in methanol (5 mL) was added an aqueous solution (1 N) of NaOH (5 mL, 5 mmol). The reaction mixture was stirred at room temperature for 20 h. The “pH” of the mixture was adjusted to 5-6 by diluted aqueous HCl solution. The mixture was partitioned between EtOAc and water. The organic layer was separated... Starting materials: CC(C)(C)P(c1ccccc1-c1ccccc1)C(C)(C)C, CC(=O)c1cccc(B(O)O)c1, CC(=O)[O-], CC(=O)[O-], C1CCOC1, Clc1cccnc1, [F-], [K+], [Pd+2]. Product: CC(=O)c1cccc(-c2cccnc2)c1. As a reaction SMILES: [C:1]([P:2]([C:3]([CH3:4])([CH3:5])[CH3:6])[c:7]1[cH:8][cH:9][cH:10][cH:11][c:12]1-[c:13]1[cH:14][cH:15][cH:16][cH:17][cH:18]1)([CH3:19])([CH3:20])[CH3:21].[C:22]([CH3:23])(=[O:24])[c:25]1[cH:26][c:27]([B:31]([OH:32])[OH:33])[cH:28][cH:29][cH:30]1.[C:43]([O-:44])(=[O:45])[CH3:46].[C:48]([O-:49])(=[O:50])[CH3:51].[CH2:52]1[O:53][CH2:54][CH2:55][CH2:56]1.[Cl:36][c:37]1[cH:38][n:39][cH:40][cH:41][cH:42]1.[F-:34].[K+:35].[Pd+2:47]>>[C:22]([CH3:23])(=[O:24])[c:25]1[cH:26][c:27](-[c:37]2[cH:38][n:39][cH:40][cH:41][cH:42]2)[cH:28][cH:29][cH:30]1.